Task: describe an organic reaction: reactants, conditions, products, and yield. Dataset: the Open Reaction Database (ORD), a public repository of structured organic reaction records Reactants: N#Cc1ccccc1-c1ccc(CBr)cc1F, CCCC(=O)CC(=O)OCC, Cl, [H-], [Na+], C1CCOC1. Yields the product CCCC(=O)C(Cc1ccc(-c2ccccc2C#N)c(F)c1)C(=O)OCC. Reaction SMILES: [Br:14][CH2:15][c:16]1[cH:17][c:18]([F:30])[c:19](-[c:22]2[c:23]([C:28]#[N:29])[cH:24][cH:25][cH:26][cH:27]2)[cH:20][cH:21]1.[CH3:3][CH2:4][CH2:5][C:6](=[O:7])[CH2:8][C:9](=[O:10])[O:11][CH2:12][CH3:13].[ClH:31].[H-:1].[Na+:2].[O:32]1[CH2:33][CH2:34][CH2:35][CH2:36]1>>[CH3:3][CH2:4][CH2:5][C:6](=[O:7])[CH:8]([C:9](=[O:10])[O:11][CH2:12][CH3:13])[CH2:15][c:16]1[cH:17][c:18]([F:30])[c:19](-[c:22]2[c:23]([C:28]#[N:29])[cH:24][cH:25][cH:26][cH:27]2)[cH:20][cH:21]1. Starting materials: C1CCOC1, CCOc1ccc(C(CO)C(F)(F)F)cc1Cl, Fc1ccc(Oc2cccc(CBr)c2)cc1, [H-], [Na+], O. Yields the product CCOc1ccc(C(COCc2cccc(Oc3ccc(F)cc3)c2)C(F)(F)F)cc1Cl. RXN SMILES: [CH2:37]1[O:38][CH2:39][CH2:40][CH2:41]1.[Cl:3][c:4]1[cH:5][c:6]([CH:13]([CH2:14][OH:15])[C:16]([F:17])([F:18])[F:19])[cH:7][cH:8][c:9]1[O:10][CH2:11][CH3:12].[F:20][c:21]1[cH:22][cH:23][c:24]([O:25][c:26]2[cH:27][c:28]([CH2:29][Br:30])[cH:31][cH:32][cH:33]2)[cH:34][cH:35]1.[H-:1].[Na+:2].[OH2:36]>>[Cl:3][c:4]1[cH:5][c:6]([CH:13]([CH2:14][O:15][CH2:29][c:28]2[cH:27][c:26]([O:25][c:24]3[cH:23][cH:22][c:21]([F:20])[cH:35][cH:34]3)[cH:33][cH:32][cH:31]2)[C:16]([F:17])([F:18])[F:19])[cH:7][cH:8][c:9]1[O:10][CH2:11][CH3:12]. Reactants: [Br-].C1(C=2C(C(N1CCC[N+](C)(C)CCCNC(=O)OC(C)(C)C)=O)=CC=CC2)=O (N-(phthalimidopropyl)-N-((t-butoxycarbonylamino)propyl)-N,N-dimethylammonium bromide), CN (methylamine). Run at time 3 day. Yields the product CNC(C=1C(C(=O)NC)=CC=CC1)=O (N,N′-dimethylphthalamide). As a reaction SMILES: [Br-].[C:2]1(=[O:29])[N:6]([CH2:7]CC[N+](CCCNC(OC(C)(C)C)=O)(C)C)[C:5](=[O:24])[C:4]2=[CH:25][CH:26]=[CH:27][CH:28]=[C:3]12.[CH3:30][NH2:31]>>[CH3:30][NH:31][C:5](=[O:24])[C:4]1[C:3](=[CH:28][CH:27]=[CH:26][CH:25]=1)[C:2]([NH:6][CH3:7])=[O:29] |f:0.1|. Reported procedure: N-(phthalimidopropyl)-N-((t-butoxycarbonylamino)propyl)-N,N-dimethylammonium bromide [1.6] (4.1 g, 0.87 mmol) was dissolved in ethanolic methylamine (33 wt %, 8.02M, 10 ml). The colourless solution was stirred at room temperature for 3 days, during which time a thick white precipitate formed (N,N′-dimethylphthalamide). The mixture was filtered; the solid was washed with a little cold ethanol. The filtrate was evaporated under reduced pressure to give an oil; this was triturated with ether and dr... The yield is 57.6%. Reported procedure: A 2 mL conical vial was charged with Example 22B (10 mg, 0.024 mmol), 2-bromo-benzamide (7 mg, 0.036 mmol) and Pd(PPh3)4 (3 mg). The vial was evacuated and purged with argon. EtOH (0.5 mL) and toluene (0.5 mL) were added, followed by 2M aqueous Na2CO3 (0.036 mL, 0.072 mmol). The reaction was heated to 80° C. until disappearance of the starting material was noted. The reaction was cooled to room temperature and concentrated. The product was purified by reversed-phase HPLC to afford 2-(5-Acetyl-2-... The product is C(C)(=O)N1C2=C(CCC3=C(C1)C=CC(=C3)C3=C(C(=O)N)C=CC=C3)C=C(C=C2)Cl (2-(5-Acetyl-2-chloro-5,6,11,12-tetrahydro-dibenzo[b,f]azocin-9-yl)-benzamide). The reactants are ClC1=CC2=C(N(CC3=C(CC2)C=C(C=C3)B3OC(C(O3)(C)C)(C)C)C(C)=O)C=C1 (1-[2-Chloro-9-(4,4,5,5-tetramethyl-[1,3,2]dioxaborolan-2-yl)-11,12-dihydro-6H-dibenzo[b,f]azocin-5-yl]-ethanone), BrC1=C(C(=O)N)C=CC=C1 (2-bromo-benzamide), C(=O)([O-])[O-].[Na+].[Na+] (Na2CO3). Reagents/catalysts: C=1C=CC(=CC1)[P](C=2C=CC=CC2)(C=3C=CC=CC3)[Pd]([P](C=4C=CC=CC4)(C=5C=CC=CC5)C=6C=CC=CC6)([P](C=7C=CC=CC7)(C=8C=CC=CC8)C=9C=CC=CC9)[P](C=1C=CC=CC1)(C=1C=CC=CC1)C=1C=CC=CC1 (Pd(PPh3)4). Reaction SMILES: [Cl:1][C:2]1[CH:29]=[CH:28][C:5]2[N:6]([C:25](=[O:27])[CH3:26])[CH2:7][C:8]3[CH:15]=[CH:14][C:13](B4OC(C)(C)C(C)(C)O4)=[CH:12][C:9]=3[CH2:10][CH2:11][C:4]=2[CH:3]=1.Br[C:31]1[CH:39]=[CH:38][CH:37]=[CH:36][C:32]=1[C:33]([NH2:35])=[O:34].C([O-])([O-])=O.[Na+].[Na+]>C1C=CC([P]([Pd]([P](C2C=CC=CC=2)(C2C=CC=CC=2)C2C=CC=CC=2)([P](C2C=CC=CC=2)(C2C=CC=CC=2)C2C=CC=CC=2)[P](C2C=CC=CC=2)(C2C=CC=CC=2)C2C=CC=CC=2)(C2C=CC=CC=2)C2C=CC=CC=2)=CC=1>[C:25]([N:6]1[CH2:7][C:8]2[CH:15]=[CH:14][C:13]([C:31]3[CH:39]=[CH:38][CH:37]=[CH:36][C:32]=3[C:33]([NH2:35])=[O:34])=[CH:12][C:9]=2[CH2:10][CH2:11][C:4]2[CH:3]=[C:2]([Cl:1])[CH:29]=[CH:28][C:5]1=2)(=[O:27])[CH3:26] |f:2.3.4,^1:49,51,70,89|. Run at temperature 80 celsius. Reactants: C1CCNCC1, CO, O=C1Cc2ccccc2N1, O=Cc1ccc[nH]1. The product is O=C1Nc2ccccc2C1=Cc1ccc[nH]1. RXN SMILES: [CH2:18]1[CH2:19][CH2:20][NH:21][CH2:22][CH2:23]1.[CH3:24][OH:25].[NH:1]1[C:2](=[O:10])[CH2:3][c:4]2[cH:5][cH:6][cH:7][cH:8][c:9]21.[nH:11]1[c:12]([CH:16]=[O:17])[cH:13][cH:14][cH:15]1>>[NH:1]1[C:2](=[O:10])[C:3](=[CH:16][c:12]2[nH:11][cH:15][cH:14][cH:13]2)[c:4]2[cH:5][cH:6][cH:7][cH:8][c:9]21. Reaction SMILES: [F:1][C:2]1[CH:34]=[CH:33][C:5]([CH2:6][NH:7][C:8]([C:10]2[N:11]=[C:12]3[C:21]([NH:22][C:23](=O)OCC4C=CC=CC=4)=[CH:20][CH:19]=[CH:18][N:13]3[C:14](=[O:17])[C:15]=2[OH:16])=[O:9])=[CH:4][CH:3]=1.Br.[C:36](O)(=O)C>>[F:1][C:2]1[CH:34]=[CH:33][C:5]([CH2:6][NH:7][C:8]([C:10]2[N:11]=[C:12]3[C:21]([NH:22][CH2:23][CH3:36])=[CH:20][CH:19]=[CH:18][N:13]3[C:14](=[O:17])[C:15]=2[OH:16])=[O:9])=[CH:4][CH:3]=1. Procedure: To a solution of benzyl (2-{[(4-fluorobenzyl)amino]carbonyl}-3-hydroxy-4-oxo-4H-pyrido[1,2-a]pyrimidin-9-yl)carbamate in acetic acid was added HBr (30% in AcOH). The solution was stirred at room temperature for 2 hours and afterwards the solvent was removed under reduced pressure. The residue was dissolved several times in toluene and the solvent removed under reduced pressure. The resulting solid was dissolved in 1,2-dichloroethane-MeOH (1:1), acetaldehyde and sodium cyanoborohydride were added... Reactants: FC1=CC=C(CNC(=O)C=2N=C3N(C(C2O)=O)C=CC=C3NC(OCC3=CC=CC=C3)=O)C=C1 (benzyl (2-{[(4-fluorobenzyl)amino]carbonyl}-3-hydroxy-4-oxo-4H-pyrido[1,2-a]pyrimidin-9-yl)carbamate), Br (HBr), C(C)(=O)O (acetic acid). Yields the product FC1=CC=C(CNC(=O)C=2N=C3N(C(C2O)=O)C=CC=C3NCC)C=C1 (N-(4-fluorobenzyl)-3-hydroxy-9-(ethylamino)-4-oxo-4H-pyrido[1,2-a]pyrimidine-2-carboxamide). Conditions: time 2 hour. The yield is 45.3%. Starting materials: ice water, C(=O)(N1C=NC=C1)N1C=NC=C1 (Carbonyldiimidazole), C(#N)C1=C(C=NN1C(C)(C)C)C(=O)O (5-cyano-1-tert-butyl-1H-pyrazole-4-carboxylic acid), CN (methylamine). Procedure: Carbonyldiimidazole (2.5 grams, 0.015 mole) was added to a solution of 5-cyano-1-tert-butyl-1H-pyrazole-4-carboxylic acid (2.0 grams, 50.01 mole) in DMF. The solution was stirred at room temperature for twenty minutes. Aqueous methylamine (1.5 ml, 0.015 mole) was added and the reaction mixture was stirred at room temperature for 16 hours, then poured into ice-water. The product precipitated and was collected, dried, and recrystallized from ethanol, yielding 1.4 grams of 5-cyano-1-tert-butyl-N-me... As a reaction SMILES: [C:1](N1C=CN=C1)([N:3]1C=CN=C1)=O.[C:13]([C:15]1[N:19]([C:20]([CH3:23])([CH3:22])[CH3:21])[N:18]=[CH:17][C:16]=1[C:24]([OH:26])=O)#[N:14].CN>CN(C=O)C>[C:13]([C:15]1[N:19]([C:20]([CH3:21])([CH3:22])[CH3:23])[N:18]=[CH:17][C:16]=1[C:24]([NH:3][CH3:1])=[O:26])#[N:14]. Run in CN(C)C=O (DMF). The product is C(#N)C1=C(C=NN1C(C)(C)C)C(=O)NC (5-cyano-1-tert-butyl-N-methyl-1H-pyrazole-4-carboxamide).